Dataset: the Open Reaction Database (ORD), a public repository of structured organic reaction records. Task: describe an organic reaction: reactants, conditions, products, and yield Reactants: C(C)(=O)O (acetic acid), BrCC1=CC(=NC=C1CBr)C#N (4,5-Bis(bromomethyl)pyridine-2-carbonitrile), C[Si](CCOCN1C(CC=2C1=NC=CC2)=O)(C)C (1-{[2-(trimethylsilyl)ethoxy]methyl}-1,3-dihydro-2H-pyrrolo[2,3-b]pyridin-2-one), C[Si](CCOCN1C(CC=2C1=NC=CC2)=O)(C)C (1-{[2-(trimethylsilyl)ethoxy]methyl}-1,3-dihydro-2H-pyrrolo[2,3-b]pyridin-2-one), C([O-])([O-])=O.[Cs+].[Cs+] (cesium carbonate). Solvent: CN(C)C=O (DMF). Run at time 5 minute. Product: O=C1C2(C=3C(=NC=CC3)N1COCC[Si](C)(C)C)CC1=C(C=NC(=C1)C#N)C2 ((±)-2′-Oxo-1′-{[2-(trimethylsilyl)ethoxy]methyl}-1′,2′,5,7-tetrahydrospiro[cyclopenta[c]pyridine-6,3′-pyrrolo[2,3-b]pyridine]-3-carbonitrile). As a reaction SMILES: Br[CH2:2][C:3]1[C:8]([CH2:9]Br)=[CH:7][N:6]=[C:5]([C:11]#[N:12])[CH:4]=1.[CH3:13][Si:14]([CH3:30])([CH3:29])[CH2:15][CH2:16][O:17][CH2:18][N:19]1[C:23]2=[N:24][CH:25]=[CH:26][CH:27]=[C:22]2[CH2:21][C:20]1=[O:28].C(=O)([O-])[O-].[Cs+].[Cs+].C(O)(=O)C>CN(C=O)C>[O:28]=[C:20]1[N:19]([CH2:18][O:17][CH2:16][CH2:15][Si:14]([CH3:30])([CH3:29])[CH3:13])[C:23]2=[N:24][CH:25]=[CH:26][CH:27]=[C:22]2[C:21]21[CH2:9][C:8]1[CH:7]=[N:6][C:5]([C:11]#[N:12])=[CH:4][C:3]=1[CH2:2]2 |f:2.3.4|. Reported procedure: To a solution of 4,5-bis(bromomethyl)pyridine-2-carbonitrile from Step B (729 mg, 2.52 mmol) and 1-{[2-(trimethylsilyl)ethoxy]methyl}-1,3-dihydro-2H-pyrrolo[2,3-b]pyridin-2-one (665 mg, 2.52 mmol, described in Intermediate 1) in DMF (75 mL) was added cesium carbonate (2.46 g, 7.55 mmol), portionwise, over 5 min. After 2 h, acetic acid (0.15 mL) was added and the mixture was concentrated to a volume of about 25 mL, then partitioned between CHCl3 (100 mL), saturated aqueous NaHCO3 (30 mL) and brin... Starting materials: COc1cc(N)cc(OC)c1, CN1CCCC1=O, Nc1nc2ccccc2nc1Cl. Product: COc1cc(Nc2nc3ccccc3nc2N)cc(OC)c1. Reaction SMILES: [CH3:13][O:14][c:15]1[cH:16][c:17]([NH2:18])[cH:19][c:20]([O:22][CH3:23])[cH:21]1.[CH3:24][N:25]1[CH2:26][CH2:27][CH2:28][C:29]1=[O:30].[Cl:1][c:2]1[c:3]([NH2:12])[n:4][c:5]2[cH:6][cH:7][cH:8][cH:9][c:10]2[n:11]1>>[c:2]1([NH:18][c:17]2[cH:16][c:15]([O:14][CH3:13])[cH:21][c:20]([O:22][CH3:23])[cH:19]2)[c:3]([NH2:12])[n:4][c:5]2[cH:6][cH:7][cH:8][cH:9][c:10]2[n:11]1. Reactants: N (NH3), CN1[C@](CCC1)(C)C1=NN=C2N1C=C(C=C2)F (3-((S)-1,2-Dimethyl-pyrrolidin-2-yl)-6-fluoro-[1,2,4]triazolo[4,3-a]pyridine), N[C@H]1CC[C@H](C2=CC=CC=C12)O ((1R,4S)-4-Amino-1,2,3,4-tetrahydro-naphthalen-1-ol), [H-].[Na+] (NaH). The solvent is C(Cl)Cl (DCM), CN(C)C=O (DMF), CO (MeOH). Conditions: temperature 60 celsius, time 1.5 hour. Yields the product CN1[C@](CCC1)(C)C1=NN=C2N1C=C(C=C2)O[C@@H]2CC[C@@H](C1=CC=CC=C21)N ((1S,4R)-4-[3-((S)-1,2-Dimethyl-pyrrolidin-2-yl)-[1,2,4]triazolo[4,3-a]pyridin-6-yloxy]-1,2,3,4-tetrahydro-naphthalen-1-ylamine). Isolated yield 74.5%. Reaction SMILES: [CH3:1][N:2]1[CH2:6][CH2:5][CH2:4][C@:3]1([C:8]1[N:12]2[CH:13]=[C:14](F)[CH:15]=[CH:16][C:11]2=[N:10][N:9]=1)[CH3:7].[NH2:18][C@@H:19]1[C:28]2[C:23](=[CH:24][CH:25]=[CH:26][CH:27]=2)[C@H:22]([OH:29])[CH2:21][CH2:20]1.[H-].[Na+].N>CN(C=O)C.CO.C(Cl)Cl>[CH3:1][N:2]1[CH2:6][CH2:5][CH2:4][C@:3]1([C:8]1[N:12]2[CH:13]=[C:14]([O:29][C@H:22]3[C:23]4[C:28](=[CH:27][CH:26]=[CH:25][CH:24]=4)[C@@H:19]([NH2:18])[CH2:20][CH2:21]3)[CH:15]=[CH:16][C:11]2=[N:10][N:9]=1)[CH3:7] |f:2.3|. Procedure details: To a solution of Intermediate 47b (150 mg, 0.64 mmol) and Intermediate A (126 mg, 0.64 mmol) in DMF (3 mL) was added NaH (60% in mineral oil, 90 mg, 2.24 mmol) portionwise. The mixture was stirred at 60° C. for 1.5 h then allowed to cool to RT. The mixture was carefully quenched by pouring into MeOH (10 mL), then applied to an SCX-2 cartridge and washed with MeOH. The product was eluted with 2M NH3 in MeOH; concentration in vacuo gave a residue. FCC, using 0-10% [2M NH3 in MeOH] in DCM, gave the... Reactants: BrC1=CC=2C(C3=CC(=CC=C3C2C=C1)Br)(C1=CC=C(C=C1)O)C1=C(C=CC(=C1)C)C (2,7-dibromo-9-(2,5-dimethylphenyl)-9-(4-hydroxyphenyl)fluorene), CC(CCCl)CCCC(C)C (3,7-dimethyloctyl chloride), [OH-].[K+] (KOH), [Na+].[I-] (NaI). The solvent is C(C)O (ethanol), C(C)(=O)OCC (ethyl acetate). The product is BrC1=CC=2C(C3=CC(=CC=C3C2C=C1)Br)(C1=CC=C(C=C1)OCCC(CCCC(C)C)C)C1=C(C=CC(=C1)C)C (2,7-Dibromo-9-(2,5-dimethylphenyl)-9-[4-(3,7-dimethyloctyloxy)phenyl]-fluorene). Reaction SMILES: [Br:1][C:2]1[CH:14]=[CH:13][C:12]2[C:11]3[C:6](=[CH:7][C:8]([Br:15])=[CH:9][CH:10]=3)[C:5]([C:23]3[CH:28]=[C:27]([CH3:29])[CH:26]=[CH:25][C:24]=3[CH3:30])([C:16]3[CH:21]=[CH:20][C:19]([OH:22])=[CH:18][CH:17]=3)[C:4]=2[CH:3]=1.[CH3:31][CH:32]([CH2:36][CH2:37][CH2:38][CH:39]([CH3:41])[CH3:40])[CH2:33][CH2:34]Cl.[OH-].[K+].[Na+].[I-]>C(OCC)(=O)C.C(O)C>[Br:1][C:2]1[CH:14]=[CH:13][C:12]2[C:11]3[C:6](=[CH:7][C:8]([Br:15])=[CH:9][CH:10]=3)[C:5]([C:23]3[CH:28]=[C:27]([CH3:29])[CH:26]=[CH:25][C:24]=3[CH3:30])([C:16]3[CH:17]=[CH:18][C:19]([O:22][CH2:34][CH2:33][CH:32]([CH3:31])[CH2:36][CH2:37][CH2:38][CH:39]([CH3:41])[CH3:40])=[CH:20][CH:21]=3)[C:4]=2[CH:3]=1 |f:2.3,4.5|. Reported procedure: 52 g of 2,7-dibromo-9-(2,5-dimethylphenyl)-9-(4-hydroxyphenyl)fluorene were refluxed with 18 g of 3,7-dimethyloctyl chloride, 80 ml of ethanol, 7 g of KOH and 1 g of NaI for 5 days. According to TLC, the reaction was complete after this time. The solvent was stripped off, ethyl acetate was added, and the precipitate was filtered off with suction and rinsed a number of times with ethyl acetate. The organic phase was dried, and the solvent was stripped off. Reactants: Nc1scc(Br)c1-n1nccn1, O=C(O)Cn1c(=O)ccc2cc(C(F)(F)F)ccc21. The product is O=C(Cn1c(=O)ccc2cc(C(F)(F)F)ccc21)Nc1scc(Br)c1-n1nccn1. Reaction SMILES: [Br:20][c:21]1[c:22](-[n:27]2[n:28][cH:29][cH:30][n:31]2)[c:23]([NH2:26])[s:24][cH:25]1.[O:1]=[c:2]1[n:3]([CH2:16][C:17](=[O:18])[OH:19])[c:4]2[cH:5][cH:6][c:7]([C:12]([F:13])([F:14])[F:15])[cH:8][c:9]2[cH:10][cH:11]1>>[O:1]=[c:2]1[n:3]([CH2:16][C:17](=[O:19])[NH:26][c:23]2[c:22](-[n:27]3[n:28][cH:29][cH:30][n:31]3)[c:21]([Br:20])[cH:25][s:24]2)[c:4]2[cH:5][cH:6][c:7]([C:12]([F:13])([F:14])[F:15])[cH:8][c:9]2[cH:10][cH:11]1.